Dataset: the Open Reaction Database (ORD), a public repository of structured organic reaction records. Task: describe an organic reaction: reactants, conditions, products, and yield The reactants are COC(=O)c1ccc2c(c1)OCC(=O)N2, CN(C)C=O, CCOC(C)=O, [H-], CC(C)I, [Na+], O. Product: COC(=O)c1ccc2c(c1)OCC(=O)N2C(C)C. Reaction SMILES: [CH3:1][O:2][C:3](=[O:4])[c:5]1[cH:6][c:7]2[c:8]([cH:14][cH:15]1)[NH:9][C:10](=[O:13])[CH2:11][O:12]2.[CH3:23][N:24]([CH3:25])[CH:26]=[O:27].[CH3:28][CH2:29][O:30][C:31](=[O:32])[CH3:33].[H-:16].[I:18][CH:19]([CH3:20])[CH3:21].[Na+:17].[OH2:22]>>[CH3:1][O:2][C:3](=[O:4])[c:5]1[cH:6][c:7]2[c:8]([cH:14][cH:15]1)[N:9]([CH:19]([CH3:20])[CH3:21])[C:10](=[O:13])[CH2:11][O:12]2. The reactants are Cl, c1ccc(OC2CCC3(CC2)OCCO3)cc1, O. Product: O=C1CCC(Oc2ccccc2)CC1. RXN SMILES: [ClH:18].[O:1]([c:2]1[cH:3][cH:4][cH:5][cH:6][cH:7]1)[CH:8]1[CH2:9][CH2:10][C:11]2([O:12][CH2:15][CH2:14][O:13]2)[CH2:16][CH2:17]1.[OH2:19]>>[O:1]([c:2]1[cH:3][cH:4][cH:5][cH:6][cH:7]1)[CH:8]1[CH2:9][CH2:10][C:11](=[O:12])[CH2:16][CH2:17]1. The reactants are FC(C1=C(C=CC(=C1)C(F)(F)F)C(C)N1CCC(CC1)C=O)(F)F (1-{1-[2,4-bis(trifluoromethyl)phenyl]ethyl}piperidine-4-carbaldehyde), C(C#C)NC1=NC(SC1)=O (4-(prop-2-yn-1-ylamino)-1,3-thiazol-2(5H)-one), C(C)(=O)[O-].[NH2+]1CCCCC1 (piperidinium acetate). The solvent is C(C)(=O)OCC (ethyl acetate), CC(C)O (2-propanol). Conditions: temperature 60 celsius, time 8 hour. Product: FC(C1=C(C=CC(=C1)C(F)(F)F)C(C)N1CCC(CC1)\C=C/1\C(=NC(S1)=O)NCC#C)(F)F ((5Z)-5-[(1-{1-[2,4-bis(trifluoromethyl)phenyl]ethyl}piperidin-4-yl)methylidene]-4-(prop-2-yn-1-ylamino)-1,3-thiazol-2(5H)-one). The yield is 70.9%. As a reaction SMILES: [F:1][C:2]([F:24])([F:23])[C:3]1[CH:8]=[C:7]([C:9]([F:12])([F:11])[F:10])[CH:6]=[CH:5][C:4]=1[CH:13]([N:15]1[CH2:20][CH2:19][CH:18]([CH:21]=O)[CH2:17][CH2:16]1)[CH3:14].[CH2:25]([NH:28][C:29]1[CH2:33][S:32][C:31](=[O:34])[N:30]=1)[C:26]#[CH:27].C([O-])(=O)C.[NH2+]1CCCCC1>CC(O)C.C(OCC)(=O)C>[F:24][C:2]([F:1])([F:23])[C:3]1[CH:8]=[C:7]([C:9]([F:11])([F:12])[F:10])[CH:6]=[CH:5][C:4]=1[CH:13]([N:15]1[CH2:16][CH2:17][CH:18](/[CH:21]=[C:33]2/[C:29]([NH:28][CH2:25][C:26]#[CH:27])=[N:30][C:31](=[O:34])[S:32]/2)[CH2:19][CH2:20]1)[CH3:14] |f:2.3|. Procedure: To a solution of 1-{1-[2,4-bis(trifluoromethyl)phenyl]ethyl}piperidine-4-carbaldehyde (1.15 g) and 4-(prop-2-yn-1-ylamino)-1,3-thiazol-2(5H)-one (1.00 g) in 2-propanol (16.3 mL) was added piperidinium acetate (0.473 g). The reaction mixture was stirred at 60° C. overnight, allowed to cool to room temperature, and diluted with ethyl acetate. The mixture was washed with water and saturated brine, and dried over anhydrous magnesium sulfate, and the solvent was evaporated under reduced pressure. The... The reactants are [K+], [Li]CCCC, C1CCOC1, O=P([O-])(O)O, CCCCC(CC)C(=O)Nc1ccc2ccn(Cc3ccc(C(=O)OC(=O)N(c4ccccc4)c4ccccc4)cc3OC)c2c1, CS(=O)(=O)c1ccccc1. Yields the product CCCCC(CC)C(=O)Nc1ccc2ccn(Cc3ccc(C(=O)CS(=O)(=O)c4ccccc4)cc3OC)c2c1. As a reaction SMILES: [K+:62].[Li:1][CH2:2][CH2:3][CH2:4][CH3:5].[O:68]1[CH2:69][CH2:70][CH2:71][CH2:72]1.[OH:63][P:64](=[O:65])([O-:66])[OH:67].[c:16]1([N:17]([c:18]2[cH:19][cH:20][cH:21][cH:22][cH:23]2)[C:24]([O:25][C:26]([c:27]2[cH:28][c:29]([O:53][CH3:54])[c:30]([CH2:33][n:34]3[cH:35][cH:36][c:37]4[cH:38][cH:39][c:40]([NH:43][C:44]([CH:45]([CH2:46][CH2:47][CH2:48][CH3:49])[CH2:50][CH3:51])=[O:52])[cH:41][c:42]34)[cH:31][cH:32]2)=[O:55])=[O:56])[cH:57][cH:58][cH:59][cH:60][cH:61]1.[c:6]1([S:12](=[O:13])(=[O:14])[CH3:15])[cH:7][cH:8][cH:9][cH:10][cH:11]1>>[c:6]1([S:12](=[O:13])(=[O:14])[CH2:15][C:26](=[O:25])[c:27]2[cH:28][c:29]([O:53][CH3:54])[c:30]([CH2:33][n:34]3[cH:35][cH:36][c:37]4[cH:38][cH:39][c:40]([NH:43][C:44]([CH:45]([CH2:46][CH2:47][CH2:48][CH3:49])[CH2:50][CH3:51])=[O:52])[cH:41][c:42]34)[cH:31][cH:32]2)[cH:7][cH:8][cH:9][cH:10][cH:11]1. Reactants: Cc1ccccc1[N+](=O)[O-], O, O=[N+]([O-])O, O=S(=O)(O)O. Yields the product Cc1cccc([N+](=O)[O-])c1[N+](=O)[O-]. As a reaction SMILES: [N+:1](=[O:2])([O-:3])[c:4]1[c:5]([CH3:10])[cH:6][cH:7][cH:8][cH:9]1.[OH2:20].[OH:16][N+:17]([O-:18])=[O:19].[S:11](=[O:12])(=[O:13])([OH:14])[OH:15]>>[N+:1](=[O:2])([O-:3])[c:4]1[c:5]([CH3:10])[cH:6][cH:7][cH:8][c:9]1[N+:17](=[O:16])[O-:18]. Starting materials: CCc1nc2c(Cl)ccc(OCC(=O)OC)c2c(OC(F)F)c1Cc1ccc(S(C)(=O)=O)cc1, CO, CC(=O)O, [Li+], [OH-], O. Product: CCc1nc2c(Cl)ccc(OCC(=O)O)c2c(OC(F)F)c1Cc1ccc(S(C)(=O)=O)cc1. As a reaction SMILES: [CH3:1][O:2][C:3]([CH2:4][O:5][c:6]1[c:7]2[c:8]([O:30][CH:31]([F:32])[F:33])[c:9]([CH2:19][c:20]3[cH:21][cH:22][c:23]([S:26](=[O:27])(=[O:28])[CH3:29])[cH:24][cH:25]3)[c:10]([CH2:17][CH3:18])[n:11][c:12]2[c:13]([Cl:16])[cH:14][cH:15]1)=[O:34].[CH3:35][OH:36].[CH3:40][C:41](=[O:42])[OH:43].[Li+:38].[OH-:39].[OH2:37]>>[O:2]=[C:3]([CH2:4][O:5][c:6]1[c:7]2[c:8]([O:30][CH:31]([F:32])[F:33])[c:9]([CH2:19][c:20]3[cH:21][cH:22][c:23]([S:26](=[O:27])(=[O:28])[CH3:29])[cH:24][cH:25]3)[c:10]([CH2:17][CH3:18])[n:11][c:12]2[c:13]([Cl:16])[cH:14][cH:15]1)[OH:34]. Reactants: CC(C)(C)OC(=O)N1CCN(C(=O)SCc2ccc(OCc3ccc(F)cc3)cc2)CC1, CO, CCOCC, Cl. The product is Cl, O=C(SCc1ccc(OCc2ccc(F)cc2)cc1)N1CCNCC1. Reaction SMILES: [C:1]([O:2][C:3](=[O:4])[N:8]1[CH2:9][CH2:10][N:11]([C:14](=[O:15])[S:16][CH2:17][c:18]2[cH:19][cH:20][c:21]([O:24][CH2:25][c:26]3[cH:27][cH:28][c:29]([F:32])[cH:30][cH:31]3)[cH:22][cH:23]2)[CH2:12][CH2:13]1)([CH3:5])([CH3:6])[CH3:7].[CH3:33][OH:34].[CH3:36][CH2:37][O:38][CH2:39][CH3:40].[ClH:35]>>[ClH:35].[NH:8]1[CH2:9][CH2:10][N:11]([C:14](=[O:15])[S:16][CH2:17][c:18]2[cH:19][cH:20][c:21]([O:24][CH2:25][c:26]3[cH:27][cH:28][c:29]([F:32])[cH:30][cH:31]3)[cH:22][cH:23]2)[CH2:12][CH2:13]1. Starting materials: CN(C1=CC=C(C=C1)C(F)(F)F)C(C1=C(C=CC(=C1)CC=1C(C(=C(C(C1C)=O)OC)OC)=O)OC(C)=O)=O (N-Methyl-N-[5-(5,6-dimethoxy-3-methyl-1,4-benzoquinon-2-yl)methyl-2-acetoxybenzoyl]-4-trifluoromethylaniline), C(O)([O-])=O.[Na+] (sodium hydrogencarbonate). The solvent is CO (methanol), O (water). Yields the product CN(C1=CC=C(C=C1)C(F)(F)F)C(C1=C(C=CC(=C1)CC=1C(C(=C(C(C1C)=O)OC)OC)=O)O)=O (N-Methyl-N-[5-(5,6-dimethoxy-3-methyl-1,4-benzoquinon-2-yl)methyl-2-hydroxybenzoyl]-4-trifluoromethylaniline). The yield is 58.8%. RXN SMILES: [CH3:1][N:2]([C:13](=[O:38])[C:14]1[CH:19]=[C:18]([CH2:20][C:21]2[C:22](=[O:33])[C:23]([O:31][CH3:32])=[C:24]([O:29][CH3:30])[C:25](=[O:28])[C:26]=2[CH3:27])[CH:17]=[CH:16][C:15]=1[O:34]C(=O)C)[C:3]1[CH:8]=[CH:7][C:6]([C:9]([F:12])([F:11])[F:10])=[CH:5][CH:4]=1.C(=O)([O-])O.[Na+]>CO.O>[CH3:1][N:2]([C:13](=[O:38])[C:14]1[CH:19]=[C:18]([CH2:20][C:21]2[C:22](=[O:33])[C:23]([O:31][CH3:32])=[C:24]([O:29][CH3:30])[C:25](=[O:28])[C:26]=2[CH3:27])[CH:17]=[CH:16][C:15]=1[OH:34])[C:3]1[CH:4]=[CH:5][C:6]([C:9]([F:11])([F:12])[F:10])=[CH:7][CH:8]=1 |f:1.2|. Procedure: N-Methyl-N-[5-(5,6-dimethoxy-3-methyl-1,4-benzoquinon-2-yl)methyl-2-acetoxybenzoyl]-4-trifluoromethylaniline (0.138 g, 0.260 mmol) was dissolved in methanol (3 ml) and after adding thereto an aqueous saturated sodium hydrogencarbonate solution (2 ml), the solution was stirred at room temperature for 3 hours. After the completion of reaction, the reaction solution was diluted with water and then extracted with ethyl acetate. The extract was washed with water and then dried, and the solvent was re... Starting materials: CO, O=C(O)c1cc(C(=O)C(Cl)Cl)ccc1OCc1ccccc1, Cl, [Na]. Product: O=CC(=O)c1ccc(OCc2ccccc2)c(C(=O)O)c1. RXN SMILES: [CH3:25][OH:26].[Cl:1][CH:2]([C:3](=[O:4])[c:5]1[cH:6][cH:7][c:8]([O:14][CH2:15][c:16]2[cH:17][cH:18][cH:19][cH:20][cH:21]2)[c:9]([C:10](=[O:11])[OH:12])[cH:13]1)[Cl:22].[ClH:24].[Na:23]>>[CH:2]([C:3](=[O:4])[c:5]1[cH:6][cH:7][c:8]([O:14][CH2:15][c:16]2[cH:17][cH:18][cH:19][cH:20][cH:21]2)[c:9]([C:10](=[O:11])[OH:12])[cH:13]1)=[O:26]. The reactants are COC(=O)CNC(=O)c1nc(C(CCCC2CCCCC2)CC(=O)NOCc2ccccc2)oc1C, [Na+], C1COCCO1, [OH-], O. The product is Cc1oc(C(CCCC2CCCCC2)CC(=O)NOCc2ccccc2)nc1C(=O)NCC(=O)O. Reaction SMILES: [CH2:1]([c:2]1[cH:3][cH:4][cH:5][cH:6][cH:7]1)[O:8][NH:9][C:10]([CH2:11][CH:12]([CH2:13][CH2:14][CH2:15][CH:16]1[CH2:17][CH2:18][CH2:19][CH2:20][CH2:21]1)[c:22]1[o:23][c:24]([CH3:35])[c:25]([C:27](=[O:28])[NH:29][CH2:30][C:31](=[O:32])[O:33][CH3:34])[n:26]1)=[O:36].[Na+:38].[O:39]1[CH2:40][CH2:41][O:42][CH2:43][CH2:44]1.[OH-:37].[OH2:45]>>[CH2:1]([c:2]1[cH:3][cH:4][cH:5][cH:6][cH:7]1)[O:8][NH:9][C:10]([CH2:11][CH:12]([CH2:13][CH2:14][CH2:15][CH:16]1[CH2:17][CH2:18][CH2:19][CH2:20][CH2:21]1)[c:22]1[o:23][c:24]([CH3:35])[c:25]([C:27](=[O:28])[NH:29][CH2:30][C:31](=[O:32])[OH:33])[n:26]1)=[O:36].